The task is: describe an organic reaction: reactants, conditions, products, and yield. This data is from the Open Reaction Database (ORD), a public repository of structured organic reaction records. Reported procedure: rel-N-{[(3S,4R,6R)-6-Cyclopropyl-3-(2,4-difluorophenyl)-4-(hydroxymethyl)tetrahydro-2H-pyran-3-yl]carbamothioyl}benzamide (C21) was converted to the product using the method described for synthesis of N-[(4aR,6R,8aS)-6-[(benzyloxy)methyl]-8a-(2,4-difluorophenyl)-4,4a,5,6,8,8a-hexahydropyrano[3,4-d][1,3]thiazin-2-yl]benzamide (C8) in Preparation P1. The product was obtained as a solid. Yield: 1.42 g, 3.31 mmol, 88%. LCMS m/z 429.1 [M+H+]. 1H NMR (400 MHz, CDCl3) δ 11.7-12.5 (v br s, 1H), 8.24 (br... Product: C1(CC1)[C@H]1C[C@@H]2[C@@](N=C(SC2)NC(C2=CC=CC=C2)=O)(CO1)C1=C(C=C(C=C1)F)F (rel-N-[(4aR,6R,8aS)-6-cyclopropyl-8a-(2,4-difluorophenyl)-4,4a,5,6,8,8a-hexahydropyrano[3,4-d][1,3]thiazin-2-yl]benzamide). Reactants: C1(CC1)[C@H]1C[C@H]([C@@](CO1)(C1=C(C=C(C=C1)F)F)NC(=S)NC(C1=CC=CC=C1)=O)CO (rel-N-{[(3S,4R,6R)-6-Cyclopropyl-3-(2,4-difluorophenyl)-4-(hydroxymethyl)tetrahydro-2H-pyran-3-yl]carbamothioyl}benzamide), C(C1=CC=CC=C1)OC[C@H]1C[C@@H]2[C@@](N=C(SC2)NC(C2=CC=CC=C2)=O)(CO1)C1=C(C=C(C=C1)F)F (N-[(4aR,6R,8aS)-6-[(benzyloxy)methyl]-8a-(2,4-difluorophenyl)-4,4a,5,6,8,8a-hexahydropyrano[3,4-d][1,3]thiazin-2-yl]benzamide). As a reaction SMILES: [CH:1]1([C@@H:4]2[O:9][CH2:8][C@@:7]([NH:18][C:19]([NH:21][C:22](=[O:29])[C:23]3[CH:28]=[CH:27][CH:26]=[CH:25][CH:24]=3)=[S:20])([C:10]3[CH:15]=[CH:14][C:13]([F:16])=[CH:12][C:11]=3[F:17])[C@H:6]([CH2:30]O)[CH2:5]2)[CH2:3][CH2:2]1.C(OC[C@@H]1OC[C@]2(C3C=CC(F)=CC=3F)N=C(NC(=O)C3C=CC=CC=3)SC[C@@H]2C1)C1C=CC=CC=1>>[CH:1]1([C@@H:4]2[O:9][CH2:8][C@:7]3([C:10]4[CH:15]=[CH:14][C:13]([F:16])=[CH:12][C:11]=4[F:17])[N:18]=[C:19]([NH:21][C:22](=[O:29])[C:23]4[CH:24]=[CH:25][CH:26]=[CH:27][CH:28]=4)[S:20][CH2:30][C@@H:6]3[CH2:5]2)[CH2:2][CH2:3]1. Procedure details: A mixture of 5 g of 4-butylamino-2,2,6,6-tetramethylpiperidine and 3 g of bis(2,3-epoxypropyl)1,2-cyclohexanedicarboxylate in 10 ml of t-butanol was refluxed, with stirring, for 8 hours. At the end of this time, the solvent was removed from the reaction mixture by evaporation under reduced pressure and the resulting residue was purified by column chromatography through silica gel eluted with a 20:1 by volume mixture of ethyl acetate and triethylamine. The desired compound was obtained in the for... Reaction conditions: time 8 hour. Reaction SMILES: [CH2:1]([NH:5][CH:6]1[CH2:11][C:10]([CH3:13])([CH3:12])[NH:9][C:8]([CH3:15])([CH3:14])[CH2:7]1)[CH2:2][CH2:3][CH3:4].[O:16]1[CH2:35][CH:17]1[CH2:18][O:19][C:20]([CH:22]1[CH2:27][CH2:26][CH2:25][CH2:24][CH:23]1[C:28]([O:30][CH2:31][CH:32]1[O:34][CH2:33]1)=[O:29])=[O:21]>C(O)(C)(C)C>[CH2:1]([N:5]([CH2:33][CH:32]([OH:34])[CH2:31][O:30][C:28]([CH:23]1[CH2:24][CH2:25][CH2:26][CH2:27][CH:22]1[C:20]([O:19][CH2:18][CH:17]([OH:16])[CH2:35][N:5]([CH2:1][CH2:2][CH2:3][CH3:4])[CH:6]1[CH2:7][C:8]([CH3:14])([CH3:15])[NH:9][C:10]([CH3:13])([CH3:12])[CH2:11]1)=[O:21])=[O:29])[CH:6]1[CH2:7][C:8]([CH3:14])([CH3:15])[NH:9][C:10]([CH3:13])([CH3:12])[CH2:11]1)[CH2:2][CH2:3][CH3:4]. Reactants: C(CCC)NC1CC(NC(C1)(C)C)(C)C (4-butylamino-2,2,6,6-tetramethylpiperidine), O1C(COC(=O)C2C(CCCC2)C(=O)OCC2CO2)C1 (bis(2,3-epoxypropyl)1,2-cyclohexanedicarboxylate). Run in C(C)(C)(C)O (t-butanol). Yields the product C(CCC)N(C1CC(NC(C1)(C)C)(C)C)CC(COC(=O)C1C(CCCC1)C(=O)OCC(CN(C1CC(NC(C1)(C)C)(C)C)CCCC)O)O (Bis{3-[N-butyl-N-(2,2,6,6-tetramethyl-4-piperidyl)amino]-2-hydroxypropyl}1,2-cyclohexanedicarboxylate). Reactants: ice water, BrC1=NC=CC=C1O (2-bromo-3-hydroxypyridine), CI (methyl iodide), C[O-].[Na+].CO (sodium methoxide methanol). Run in CS(=O)C (dimethylsulfoxide). Reaction conditions: temperature 90 celsius, time 17 hour. Yields the product BrC1=NC=CC=C1OC (2-bromo-3-methoxypyridine). Yield: 122.7%. Reaction SMILES: [Br:1][C:2]1[C:7]([OH:8])=[CH:6][CH:5]=[CH:4][N:3]=1.[CH3:9][O-].[Na+].CO.CI>CS(C)=O>[Br:1][C:2]1[C:7]([O:8][CH3:9])=[CH:6][CH:5]=[CH:4][N:3]=1 |f:1.2.3|. Procedure details: 31.11 g (corresponding to 178.88 mmol) of 2-bromo-3-hydroxypyridine was dissolved in 95.8 mL of dimethylsulfoxide, and 89.9 mL (corresponding to 89.9 mmol) of 1 mol/L sodium methoxide-methanol solution was added thereto. Then, the reaction solution was heated to 90° C. to distill off methanol. After the reaction solution was cooled down to 5° C. or lower, 29.2 g (corresponding to 205.62 mmol) of methyl iodide was added, and then stirred at room temperature for 17 hours. After the completion of t... The reactants are COCCOC1=CC=2N(C=C1)C(=CN2)C(=O)OCC (ethyl 7-(2-methoxyethoxy)imidazo[1,2-a]pyridine-3-carboxylate), [OH-].[Li+] (lithium hydroxide), Cl (HCl). Run in C1CCOC1.CCO (THF EtOH). Reaction conditions: time 8 hour. Yields the product COCCOC1=CC=2N(C=C1)C(=CN2)C(=O)O (7-(2-methoxyethoxy)imidazo[1,2-a]pyridine-3-carboxylic acid). RXN SMILES: [CH3:1][O:2][CH2:3][CH2:4][O:5][C:6]1[CH:11]=[CH:10][N:9]2[C:12]([C:15]([O:17]CC)=[O:16])=[CH:13][N:14]=[C:8]2[CH:7]=1.[OH-].[Li+].Cl>C1COCC1.CCO>[CH3:1][O:2][CH2:3][CH2:4][O:5][C:6]1[CH:11]=[CH:10][N:9]2[C:12]([C:15]([OH:17])=[O:16])=[CH:13][N:14]=[C:8]2[CH:7]=1 |f:1.2,4.5|. Reported procedure: To ethyl 7-(2-methoxyethoxy)imidazo[1,2-a]pyridine-3-carboxylate (5.01 g, 19.0 mmol) in THF/EtOH (32/6 mL) was added lithium hydroxide (37.9 ml, 37.9 mmol), and the reaction was stirred overnight. HCl (57 mmol, 2M in ether) was added to the mixture, followed by concentration to give the desired product. The reactants are CC(=O)O, CC(=O)O[BH-](OC(C)=O)OC(C)=O, CC1(O)CCNCC1, ClCCl, [Na+], Cc1cc(CC(OC(=O)N2CCC(N3CCc4ccccc4NC3=O)CC2)C(=O)N2CCC(=O)CC2)cc(C)c1O, CN(C)C=O. Reaction SMILES: [C:50]([OH:51])(=[O:52])[CH3:53].[C:54]([O:55][BH-:56]([O:57][C:58](=[O:59])[CH3:60])[O:61][C:62](=[O:63])[CH3:64])(=[O:65])[CH3:66].[CH3:42][C:43]1([OH:49])[CH2:44][CH2:45][NH:46][CH2:47][CH2:48]1.[Cl:68][CH2:69][Cl:70].[Na+:67].[O:1]=[C:2]1[NH:3][c:4]2[c:5]([cH:38][cH:39][cH:40][cH:41]2)[CH2:6][CH2:7][N:8]1[CH:9]1[CH2:10][CH2:11][N:12]([C:15](=[O:16])[O:17][CH:18]([C:19]([N:20]2[CH2:21][CH2:22][C:23](=[O:26])[CH2:24][CH2:25]2)=[O:27])[CH2:28][c:29]2[cH:30][c:31]([CH3:37])[c:32]([OH:36])[c:33]([CH3:35])[cH:34]2)[CH2:13][CH2:14]1.[O:71]=[CH:72][N:73]([CH3:74])[CH3:75]>>[O:1]=[C:2]1[NH:3][c:4]2[c:5]([cH:38][cH:39][cH:40][cH:41]2)[CH2:6][CH2:7][N:8]1[CH:9]1[CH2:10][CH2:11][N:12]([C:15](=[O:16])[O:17][CH:18]([C:19]([N:20]2[CH2:21][CH2:22][CH:23]([N:46]3[CH2:45][CH2:44][C:43]([CH3:42])([OH:49])[CH2:48][CH2:47]3)[CH2:24][CH2:25]2)=[O:27])[CH2:28][c:29]2[cH:30][c:31]([CH3:37])[c:32]([OH:36])[c:33]([CH3:35])[cH:34]2)[CH2:13][CH2:14]1. Yields the product Cc1cc(CC(OC(=O)N2CCC(N3CCc4ccccc4NC3=O)CC2)C(=O)N2CCC(N3CCC(C)(O)CC3)CC2)cc(C)c1O. Reactants: amine, CC1CCN(CC1)CC[C@@H]1N(CCC1)C(=O)OC(C)(C)C ((R)-2-[2-(4-methyl-piperidin-1-yl)ethyl ]pyrrolidine-1-carboxylic acid, tert-butyl ester). Run in FC(C(=O)O)(F)F (trifluoroacetic acid), ClCCl (dichloromethane). Product: CC1CCN(CC1)CC[C@@H]1NCCC1 ((R)-2-[2-(4-Methyl-piperidin-1-yl)ethyl]pyrrolidine). Yield: 101.9%. As a reaction SMILES: [CH3:1][CH:2]1[CH2:7][CH2:6][N:5]([CH2:8][CH2:9][C@H:10]2[CH2:14][CH2:13][CH2:12][N:11]2C(OC(C)(C)C)=O)[CH2:4][CH2:3]1>FC(F)(F)C(O)=O.ClCCl>[CH3:1][CH:2]1[CH2:7][CH2:6][N:5]([CH2:8][CH2:9][C@H:10]2[CH2:14][CH2:13][CH2:12][NH:11]2)[CH2:4][CH2:3]1. Reported procedure: A solution of the protected amine, (R)-2-[2-(4-methyl-piperidin-1-yl)ethyl ]pyrrolidine-1-carboxylic acid, tert-butyl ester (D5) (3.0 g, 10 mmol) in trifluoroacetic acid (15 ml) and dichloromethane (50 ml) was heated to reflux for 18 hours. The reaction mixture was concentrated and the residue partitioned between CH2Cl2 and sat. aqueous K2CO3. The organic phase was dried and concentrated to afford the title compound (2.0 g, q) MH+ 197. Reaction SMILES: [CH2:1]([O:8][C:9]1[CH:16]=[CH:15][C:14]([O:17][C:18]2[CH:23]=[CH:22][CH:21]=[CH:20][CH:19]=2)=[CH:13][C:10]=1C=O)[C:2]1[CH:7]=[CH:6][CH:5]=[CH:4][CH:3]=1.OO.S(=O)(=O)(O)[OH:27]>CO>[CH2:1]([O:8][C:9]1[CH:16]=[CH:15][C:14]([O:17][C:18]2[CH:23]=[CH:22][CH:21]=[CH:20][CH:19]=2)=[CH:13][C:10]=1[OH:27])[C:2]1[CH:7]=[CH:6][CH:5]=[CH:4][CH:3]=1. Procedure details: 2-Benzyloxy-5-phenoxybenzaldehyde (22.25 g, 73 mmol) is dissolved in methanol (200 mL) and treated with hydrogen peroxide (31% in water, 32.0 mL) and concentrated sulfuric acid (15.0 mL). The mixture is stirred overnight at room temperature and evaporated. The residue is dissolved in saturated aqueous sodium chloride solution and extracted with ether. The organic phase is dried over magnesium sulfate and evaporated. Purification of the residue by silica-gel flash chromatography gives 2-benzyloxy... Reactants: OO (hydrogen peroxide), S(O)(O)(=O)=O (sulfuric acid), C(C1=CC=CC=C1)OC1=C(C=O)C=C(C=C1)OC1=CC=CC=C1 (2-Benzyloxy-5-phenoxybenzaldehyde). The product is C(C1=CC=CC=C1)OC1=C(C=C(C=C1)OC1=CC=CC=C1)O (2-benzyloxy-5-phenoxyphenol). Run in CO (methanol). Reaction conditions: time 8 hour.